The task is: describe an organic reaction: reactants, conditions, products, and yield. This data is from the Open Reaction Database (ORD), a public repository of structured organic reaction records. Reactants: ClC=1C=CC(=C(/C=C/C(=O)OC)C1)NS(=O)(=O)C1=CC=CC=C1 (methyl trans-5-chloro-2-(phenylsulfonylamino)cinnamate), Br.BrCC(=O)C1=NC(=CC=C1)C (2-bromoacetyl-6-methylpyridine hydrobromide). Procedure: The title compound was prepared according to the procedure described in step 2 of Example 8 (Method A) from methyl trans-5-chloro-2-(phenylsulfonylamino)cinnamate (Example 36, step 3) and 2-bromoacetyl-6-methylpyridine hydrobromide (H. Erlenmeyer, J. Jenni, and B. Prijs, J. Med. Pharm. Chem., 1961, 3, 561-566). Reaction SMILES: [Cl:1][C:2]1[CH:3]=[CH:4][C:5]([NH:14]S(C2C=CC=CC=2)(=O)=O)=[C:6]([CH:13]=1)/[CH:7]=[CH:8]/[C:9]([O:11][CH3:12])=[O:10].Br.Br[CH2:26][C:27]([C:29]1[CH:34]=[CH:33][CH:32]=[C:31]([CH3:35])[N:30]=1)=[O:28]>>[CH3:12][O:11][C:9](=[O:10])[CH2:8][C:7]1[C:6]2[C:5](=[CH:4][CH:3]=[C:2]([Cl:1])[CH:13]=2)[NH:14][C:26]=1[C:27]([C:29]1[CH:34]=[CH:33][CH:32]=[C:31]([CH3:35])[N:30]=1)=[O:28] |f:1.2|. Product: COC(CC1=C(NC2=CC=C(C=C12)Cl)C(=O)C1=NC(=CC=C1)C)=O (Methyl[5-chloro-2-(6-methylpyridine-2-carbonyl)-1H-indol-3-yl]acetate). Starting materials: Cl (hydrogen chloride), N1CCCC2=CC=CC(=C12)O (1,2,3,4-tetrahydro-8-quinolinol), C([O-])(O)=O.[Na+] (sodium bicarbonate), C(C1=CC=CC=C1)Br (benzyl bromide). Run in CN(P(=O)(N(C)C)N(C)C)C (hexamethylphosphoramide), CCOCC (ether), CO (methanol). Reaction conditions: time 24 hour. The product is Cl.C1(=CC=CC=C1)CN1CCCC2=CC=CC(=C12)O (1,2,3,4-Tetrahydro-1-(phenylmethyl)-8-quinolinol, hydrochloride). As a reaction SMILES: [NH:1]1[C:10]2[C:5](=[CH:6][CH:7]=[CH:8][C:9]=2[OH:11])[CH2:4][CH2:3][CH2:2]1.C(=O)(O)[O-].[Na+].[CH2:17](Br)[C:18]1[CH:23]=[CH:22][CH:21]=[CH:20][CH:19]=1.[ClH:25]>CN(C)P(N(C)C)(N(C)C)=O.CO.CCOCC>[ClH:25].[C:18]1([CH2:17][N:1]2[C:10]3[C:5](=[CH:6][CH:7]=[CH:8][C:9]=3[OH:11])[CH2:4][CH2:3][CH2:2]2)[CH:23]=[CH:22][CH:21]=[CH:20][CH:19]=1 |f:1.2,8.9|. Procedure: A mixture of 2.00 g (13.4 mmol) of 1,2,3,4-tetrahydro-8-quinolinol (see Example 7A), 1.69 g (20.0 mmol, 1.5 eq.) of finely powdered sodium bicarbonate and 1.75 ml (14.7 mmol, 1.1 eq.) of benzyl bromide in 40 ml of hexamethylphosphoramide was stirred for 24 hours at room temperature under argon. The following work-up was carried out under conditions of minimum air exposure. Solvents and solutions were bubbled with nitrogen prior to use. The reaction mixture was diluted with 300 ml of 1:1 ether:pe... Starting materials: Cc1ccc(-c2ccc3c(c2)CNCC3)cc1, O=C=Nc1ccc(CCl)cc1, C1CCOC1. The product is Cc1ccc(-c2ccc3c(c2)CN(C(=O)Nc2ccc(CCl)cc2)CC3)cc1. Reaction SMILES: [CH3:12][c:13]1[cH:14][cH:15][c:16](-[c:19]2[cH:20][cH:21][c:22]3[c:27]([cH:28]2)[CH2:26][NH:25][CH2:24][CH2:23]3)[cH:17][cH:18]1.[Cl:1][CH2:2][c:3]1[cH:4][cH:5][c:6]([N:9]=[C:10]=[O:11])[cH:7][cH:8]1.[O:29]1[CH2:30][CH2:31][CH2:32][CH2:33]1>>[Cl:1][CH2:2][c:3]1[cH:4][cH:5][c:6]([NH:9][C:10](=[O:11])[N:25]2[CH2:24][CH2:23][c:22]3[cH:21][cH:20][c:19](-[c:16]4[cH:15][cH:14][c:13]([CH3:12])[cH:18][cH:17]4)[cH:28][c:27]3[CH2:26]2)[cH:7][cH:8]1. Reactants: CCOC(=O)N1CCC(NC(=O)OCc2ccccc2)C(OC)C1, CO, Cl. Yields the product CCOC(=O)N1CCC(N)C(OC)C1. RXN SMILES: [CH2:1]([O:2][C:3](=[O:4])[NH:11][CH:12]1[CH:13]([O:23][CH3:24])[CH2:14][N:15]([C:18](=[O:19])[O:20][CH2:21][CH3:22])[CH2:16][CH2:17]1)[c:5]1[cH:6][cH:7][cH:8][cH:9][cH:10]1.[CH3:25][OH:26].[ClH:27]>>[NH2:11][CH:12]1[CH:13]([O:23][CH3:24])[CH2:14][N:15]([C:18](=[O:19])[O:20][CH2:21][CH3:22])[CH2:16][CH2:17]1. Starting materials: Cl[Al](C)C (ClAlMe2), Cl.CNOC (N-methyl-N-methoxy amine hydrochloride), BrC1=CC=C(C=C1)CC(=O)OCC (ethyl 4-bromophenylacetate). The solvent is C(Cl)Cl (CH2Cl2). Conditions: time 30 minute. Product: BrC1=CC=C(C=C1)CC(=O)N(C)OC (2-(4-bromophenyl)-N-methoxy-N-methylacetamide). Yield: 98.5%. Reaction SMILES: Cl.[CH3:2][NH:3][O:4][CH3:5].Cl[Al](C)C.[Br:10][C:11]1[CH:16]=[CH:15][C:14]([CH2:17][C:18]([O:20]CC)=O)=[CH:13][CH:12]=1>C(Cl)Cl>[Br:10][C:11]1[CH:12]=[CH:13][C:14]([CH2:17][C:18]([N:3]([O:4][CH3:5])[CH3:2])=[O:20])=[CH:15][CH:16]=1 |f:0.1|. Reported procedure: To a round bottom flask containing N-methyl-N-methoxy amine hydrochloride (878 mg, 9 mmol) in CH2Cl2 (6 mL), a solution of ClAlMe2 (9 mL, 1M, 9 mmol) was added at 0° C. dropwise. The solution was stirred at rt for 30 min. A solution of ethyl 4-bromophenylacetate (1.09 g, 4.05 mmol) was added dropwise at 0° C. The solution was stirred at rt for 1 h, quenched with sat. NH4Cl, and extracted with EtOAc (3×20 mL). The organic layer washed with brine, dried (Na2SO4) and concentrated. Purification via ... Reactants: C(C1=CC=CC=C1)(=O)O (benzoic acid), Cl.C(C)N=C=NCCCN(C)C (1-ethyl-3-(3-dimethylaminopropyl)-carbodiimide hydrochloride), NC1=CC(=C(C(=O)NCC2CCN(CC2)CCCCN)C=C1Cl)OC (4-Amino-N-(1-(4-aminobutyl)piperidin-4-ylmethyl)-5-chloro-2-methoxybenzamide). The solvent is CN(C=O)C (dimethylformamide). Conditions: time 12 hour. Yields the product NC1=CC(=C(C(=O)NCC2CCN(CC2)CCCCNC(C2=CC=CC=C2)=O)C=C1Cl)OC (4-amino-N-(1-(4-benzoylaminobutyl)piperidin-4-ylmethyl)-5-chloro-2-methoxybenzamide). Yield: 20.7%. As a reaction SMILES: [NH2:1][C:2]1[C:22]([Cl:23])=[CH:21][C:5]([C:6]([NH:8][CH2:9][CH:10]2[CH2:15][CH2:14][N:13]([CH2:16][CH2:17][CH2:18][CH2:19][NH2:20])[CH2:12][CH2:11]2)=[O:7])=[C:4]([O:24][CH3:25])[CH:3]=1.[C:26](O)(=[O:33])[C:27]1[CH:32]=[CH:31][CH:30]=[CH:29][CH:28]=1.Cl.C(N=C=NCCCN(C)C)C>CN(C)C=O>[NH2:1][C:2]1[C:22]([Cl:23])=[CH:21][C:5]([C:6]([NH:8][CH2:9][CH:10]2[CH2:11][CH2:12][N:13]([CH2:16][CH2:17][CH2:18][CH2:19][NH:20][C:26](=[O:33])[C:27]3[CH:32]=[CH:31][CH:30]=[CH:29][CH:28]=3)[CH2:14][CH2:15]2)=[O:7])=[C:4]([O:24][CH3:25])[CH:3]=1 |f:2.3|. Reported procedure: 4-Amino-N-(1-(4-aminobutyl)piperidin-4-ylmethyl)-5-chloro-2-methoxybenzamide (0.8 g) was dissolved in dimethylformamide (10 ml), and benzoic acid (0.25 g) and 1-ethyl-3-(3-dimethylaminopropyl)-carbodiimide hydrochloride (0.44 g) were added. The mixture was stirred at room temperature for 12 hr. The reaction mixture was concentrated under reduced pressure. Aqueous potassium carbonate solution was added to the residue and the mixture was extracted with ethyl acetate. The extract was dried over mag... Reactants: c2ccccc2c1ccc(C(=O)CBr)cc1, C#CCCCCC=O, Cc1cccc(C)n1. Reagents/catalysts: C1COCCN1, F[P](F)(F)(F)(F)F.CC(C)(C)C1=CC=[N@H]2C(=C1)C3=CC(=CC=[N@@H]3[Ir]2456c7cc(F)cc(F)c7C8=CC=C(C=[N]48)C(F)(F)F)C(C)(C)C.Fc9cc(F)c(C%10=[N]5C=C(C=C%10)C(F)(F)F)c6c9 ([Ir(dFCF3ppy)2(dtbbpy)]PF6). The solvent is CN(C)C=O, CN(C)C=O, CN(C)C=O, CN(C)C=O, CN(C)C=O. Reaction conditions: temperature 22 celsius, time 8 hour. Yields the product C#CCCC[C@H](C=O)CC(=O)c1ccc(-c2ccccc2)cc1, C#CCCC[C@@H](C=O)CC(=O)c1ccc(-c2ccccc2)cc1, O=C[C@@H](CCCC1=CN(c2ccc(C(=O)OC[C@H](Cc3ccccc3)NC(=O)OCC3c4ccccc4-c4ccccc43)cc2)[N+]=[N-]1)CC(=O)c1ccc(-c2ccccc2)cc1, O=C[C@H](CCCC1=CN(c2ccc(C(=O)OC[C@H](Cc3ccccc3)NC(=O)OCC3c4ccccc4-c4ccccc43)cc2)[N+]=[N-]1)CC(=O)c1ccc(-c2ccccc2)cc1. RXN SMILES: C#CCCCCC=O.c2ccccc2c1ccc(C(=O)CBr)cc1>C1COCCN1.F[P](F)(F)(F)(F)F.CC(C)(C)C1=CC=[N@H]2C(=C1)C3=CC(=CC=[N@@H]3[Ir]2456c7cc(F)cc(F)c7C8=CC=C(C=[N]48)C(F)(F)F)C(C)(C)C.Fc9cc(F)c(C%10=[N]5C=C(C=C%10)C(F)(F)F)c6c9.CN(C)C=O.Cc1cccc(C)n1>C#CCCC[C@@H](C=O)CC(=O)c1ccc(-c2ccccc2)cc1.C#CCCC[C@H](C=O)CC(=O)c1ccc(-c2ccccc2)cc1.